Dataset: the Open Reaction Database (ORD), a public repository of structured organic reaction records. Task: describe an organic reaction: reactants, conditions, products, and yield The reactants are B(Br)(Br)Br (Boron tribromide), C(C)(=O)N1C(CC(C2=CC(=CC=C12)OC)(C)C1=CC=CC=C1)(C)C (1-acetyl-6-methoxy-4-phenyl-1,2,3,4-tetrahydro-2,2,4-trimethylquinoline), O (water). Conditions: time 18 hour. Reaction SMILES: B(Br)(Br)Br.[C:5]([N:8]1[C:17]2[C:12](=[CH:13][C:14]([O:18]C)=[CH:15][CH:16]=2)[C:11]([C:21]2[CH:26]=[CH:25][CH:24]=[CH:23][CH:22]=2)([CH3:20])[CH2:10][C:9]1([CH3:28])[CH3:27])(=[O:7])[CH3:6].O>ClCCl>[C:5]([N:8]1[C:17]2[C:12](=[CH:13][C:14]([OH:18])=[CH:15][CH:16]=2)[C:11]([C:21]2[CH:26]=[CH:25][CH:24]=[CH:23][CH:22]=2)([CH3:20])[CH2:10][C:9]1([CH3:28])[CH3:27])(=[O:7])[CH3:6]. Product: C(C)(=O)N1C(CC(C2=CC(=CC=C12)O)(C)C1=CC=CC=C1)(C)C (1-Acetyl-6-hydroxy-4-phenyl-1,2,3,4-tetrahydro-2,2,4-trimethylquinoline). Solvent: ClCCl (dichloromethane). Reported procedure: Boron tribromide (1.30 ml) was added dropwise to a cooled (0° C.) solution of 1-acetyl-6-methoxy-4-phenyl-1,2,3,4-tetrahydro-2,2,4-trimethylquinoline (0.9 g) in dichloromethane (75 ml). After stirring for 18 h, the reaction mixture was poured into water and extracted with ethyl acetate. The organic layer was washed with water, 5% aq. NaHCO3 and water, dried (MgSO4) and concentrated in vacuo. Reactants: Cl (HCl), FC=1C=C(OCCNC(OC(C)(C)C)=O)C=C(C1)S(=O)(=O)C (tert-butyl 2-[3-fluoro-5-(methylsulfonyl)phenoxy]ethyl-carbamate), [OH-].[Na+] (NaOH). The solvent is CCO (EtOH). Reaction conditions: time 20 hour. Product: FC=1C=C(OCCN)C=C(C1)S(=O)(=O)C (2-[3-FLUORO-5-(METHYLSULFONYL)PHENOXY]ETHANAMINE). Isolated yield 78.6%. RXN SMILES: [F:1][C:2]1[CH:3]=[C:4]([CH:16]=[C:17]([S:19]([CH3:22])(=[O:21])=[O:20])[CH:18]=1)[O:5][CH2:6][CH2:7][NH:8]C(=O)OC(C)(C)C.Cl.[OH-].[Na+]>CCO>[F:1][C:2]1[CH:3]=[C:4]([CH:16]=[C:17]([S:19]([CH3:22])(=[O:21])=[O:20])[CH:18]=1)[O:5][CH2:6][CH2:7][NH2:8] |f:2.3|. Reported procedure: A mixture of tert-butyl 2-[3-fluoro-5-(methylsulfonyl)phenoxy]ethyl-carbamate (1.4 g, 4.2 mmol) in EtOH (18 ml) was added HCl (1.25 M in EtOH, 6 ml). The mixture was stirred at ambient temperature for 20 h. The aqueous phase was made basic by addition of aqueous NaOH (1 M, 50 ml) and extracted with ethyl acetate (2×100 ml). The combined organic phase was washed with brine (75 ml), dried (Na2SO4) and evaporated to yield the title compound (0.77 g, 77%). MS m/z (relative intensity, 70 eV 298 (M+, ... Starting materials: CC(C)(C)n1c(-c2ccccc2Br)nc2cc(-c3cnc(N)nc3)ccc21, O=C([O-])[O-], [Cs+], [Cs+], CN(C)C=O, c1c[nH]nn1. Reaction SMILES: [Br:1][c:2]1[c:3](-[c:8]2[n:9][c:10]3[c:11]([n:12]2[C:13]([CH3:14])([CH3:15])[CH3:16])[cH:17][cH:18][c:19](-[c:21]2[cH:22][n:23][c:24]([NH2:27])[n:25][cH:26]2)[cH:20]3)[cH:4][cH:5][cH:6][cH:7]1.[C:33](=[O:34])([O-:35])[O-:36].[Cs+:37].[Cs+:38].[O:39]=[CH:40][N:41]([CH3:42])[CH3:43].[nH:28]1[n:29][n:30][cH:31][cH:32]1>>[c:2]1(-[n:29]2[n:28][cH:32][cH:31][n:30]2)[c:3](-[c:8]2[n:9][c:10]3[c:11]([n:12]2[C:13]([CH3:14])([CH3:15])[CH3:16])[cH:17][cH:18][c:19](-[c:21]2[cH:22][n:23][c:24]([NH2:27])[n:25][cH:26]2)[cH:20]3)[cH:4][cH:5][cH:6][cH:7]1. Product: CC(C)(C)n1c(-c2ccccc2-n2nccn2)nc2cc(-c3cnc(N)nc3)ccc21. Starting materials: CCOC(=O)CCCBr, CCN(C(C)C)C(C)C, COc1cccc(-c2c(C)n(Cc3c(F)cccc3C(F)(F)F)c(=O)n(CC(N)c3ccccc3)c2=O)c1F. Product: CCOC(=O)CCCNC(Cn1c(=O)c(-c2cccc(OC)c2F)c(C)n(Cc2c(F)cccc2C(F)(F)F)c1=O)c1ccccc1. RXN SMILES: [Br:40][CH2:41][CH2:42][CH2:43][C:44](=[O:45])[O:46][CH2:47][CH3:48].[CH:49]([N:50]([CH2:51][CH3:52])[CH:53]([CH3:54])[CH3:55])([CH3:56])[CH3:57].[NH2:1][CH:2]([CH2:3][n:4]1[c:5](=[O:33])[n:6]([CH2:21][c:22]2[c:23]([F:32])[cH:24][cH:25][cH:26][c:27]2[C:28]([F:29])([F:30])[F:31])[c:7]([CH3:20])[c:8](-[c:11]2[c:12]([F:19])[c:13]([O:17][CH3:18])[cH:14][cH:15][cH:16]2)[c:9]1=[O:10])[c:34]1[cH:35][cH:36][cH:37][cH:38][cH:39]1>>[NH:1]([CH:2]([CH2:3][n:4]1[c:5](=[O:33])[n:6]([CH2:21][c:22]2[c:23]([F:32])[cH:24][cH:25][cH:26][c:27]2[C:28]([F:29])([F:30])[F:31])[c:7]([CH3:20])[c:8](-[c:11]2[c:12]([F:19])[c:13]([O:17][CH3:18])[cH:14][cH:15][cH:16]2)[c:9]1=[O:10])[c:34]1[cH:35][cH:36][cH:37][cH:38][cH:39]1)[CH2:41][CH2:42][CH2:43][C:44](=[O:45])[O:46][CH2:47][CH3:48].